Dataset: the Open Reaction Database (ORD), a public repository of structured organic reaction records. Task: describe an organic reaction: reactants, conditions, products, and yield Starting materials: BrC=1SC=C(N1)C(=O)NC=1C=NN(C1[C@@H]1CC[C@H]([C@@H](CO1)F)NC(OC(C)(C)C)=O)C (tert-butyl ((3S,4R,7S)-7-(4-(2-bromothiazole-4-carboxamido)-1-methyl-1H-pyrazol-5-yl)-3-fluorooxepan-4-yl)carbamate), BrC=1SC=C(N1)C(=O)NC=1C=NN(C1[C@@H]1CC[C@H]([C@@H](CO1)F)NC(OC(C)(C)C)=O)C (tert-butyl ((3S,4R,7S)-7-(4-(2-bromothiazole-4-carboxamido)-1-methyl-1H-pyrazol-5-yl)-3-fluorooxepan-4-yl)carbamate), FC=1C=C(C=C(C1B1OC(C(O1)(C)C)(C)C)F)C1(COC1)O (3-(3,5-difluoro-4-(4,4,5,5-tetramethyl-1,3,2-dioxaborolan-2-yl)phenyl)oxetan-3-ol). The product is N[C@@H]1CC[C@H](OC[C@H]1F)C1=C(C=NN1C)NC(=O)C=1N=C(SC1)C1=C(C=C(C=C1F)C1(COC1)O)F (N-(5-((2S,5R,6S)-5-amino-6-fluorooxepan-2-yl)-1-methyl-1H-pyrazol-4-yl)-2-(2,6-difluoro-4-(3-hydroxyoxetan-3-yl)phenyl)thiazole-4-carboxamide). As a reaction SMILES: Br[C:2]1[S:3][CH:4]=[C:5]([C:7]([NH:9][C:10]2[CH:11]=[N:12][N:13]([CH3:31])[C:14]=2[C@H:15]2[O:21][CH2:20][C@@H:19]([F:22])[C@H:18]([NH:23]C(=O)OC(C)(C)C)[CH2:17][CH2:16]2)=[O:8])[N:6]=1.[F:32][C:33]1[CH:34]=[C:35]([C:49]2([OH:53])[CH2:52][O:51][CH2:50]2)[CH:36]=[C:37]([F:48])[C:38]=1B1OC(C)(C)C(C)(C)O1>>[NH2:23][C@H:18]1[C@H:19]([F:22])[CH2:20][O:21][C@H:15]([C:14]2[N:13]([CH3:31])[N:12]=[CH:11][C:10]=2[NH:9][C:7]([C:5]2[N:6]=[C:2]([C:38]3[C:33]([F:32])=[CH:34][C:35]([C:49]4([OH:53])[CH2:50][O:51][CH2:52]4)=[CH:36][C:37]=3[F:48])[S:3][CH:4]=2)=[O:8])[CH2:16][CH2:17]1. Procedure details: Following the procedure for Example 101 starting from tert-butyl ((3S,4R,7S)-7-(4-(2-bromothiazole-4-carboxamido)-1-methyl-1H-pyrazol-5-yl)-3-fluorooxepan-4-yl)carbamate (Intermediate 99), and replacing 3,6-dihydro-2H-pyran-4-boronic acid pinacol ester with 3-(3,5-difluoro-4-(4,4,5,5-tetramethyl-1,3,2-dioxaborolan-2-yl)phenyl)oxetan-3-ol (see US2012/225062) gave 224. LCMS (ES+) m/z 524 (M+1).